From a dataset of the Open Reaction Database (ORD), a public repository of structured organic reaction records. describe an organic reaction: reactants, conditions, products, and yield The reactants are CC(=O)c1ccc(S(=O)(=O)[O-])cc1, CC(=O)c1ccc(S(=O)(=O)Cl)cc1, CN(C)CCN, [Na+], O. The product is CC(=O)c1ccc(S(=O)(=O)NCCN(C)C)cc1. As a reaction SMILES: [C:14]([c:15]1[cH:16][cH:17][c:18]([S:19]([O-:20])(=[O:21])=[O:22])[cH:23][cH:24]1)(=[O:25])[CH3:26].[C:1]([CH3:2])(=[O:3])[c:4]1[cH:5][cH:6][c:7]([S:10](=[O:11])(=[O:12])[Cl:13])[cH:8][cH:9]1.[CH3:28][N:29]([CH2:30][CH2:31][NH2:32])[CH3:33].[Na+:27].[OH2:34]>>[C:1]([CH3:2])(=[O:3])[c:4]1[cH:5][cH:6][c:7]([S:10](=[O:11])(=[O:12])[NH:32][CH2:31][CH2:30][N:29]([CH3:28])[CH3:33])[cH:8][cH:9]1. Reactants: N-F, FC1(N(C(C(C(C1(F)F)(F)F)(F)F)(F)F)F)F (perfluoro-N-fluoropiperidine). The solvent is F (hydrogen fluoride). The product is FC1=NC=CC=C1 (2-fluoropyridine), N1=CC=CC=C1 (pyridine). Yield: 8.0%. Reaction SMILES: [F:1][C:2]1(F)[C:7](F)(F)[C:6](F)(F)[C:5](F)(F)[C:4](F)(F)[N:3]1F>F>[F:1][C:2]1[CH:7]=[CH:6][CH:5]=[CH:4][N:3]=1.[N:3]1[CH:4]=[CH:5][CH:6]=[CH:7][CH:2]=1. Reported procedure: Recently attentiaon has been directed to the use of compounds of the N-F class, i.e. having an N-F bond, as electrophilic fluorinating agents. The prototypical member of this class is perfluoro-N-fluoropiperidine (R. E. Banks and G. E. Williamson, Chem. Ind. (London), 1964, 1864 and R. E. Banks et al, J. Chem. Soc., Perkin Trans. I, 1972, 1098). However, this compound is obtainable only in low yields by electrochemical fluorination of pyridine (about 8% yield) or 2-fluoropyridine (about 13% yiel... Reaction conditions: time 7 hour. Reactants: ClC1=CC=C(C=C1)C(C(=O)NCCC1=CC(=C(C=C1)OCC#C)OC)OCC#C (2-(4-Chloro-phenyl)-N-[2-(3-methoxy-4-prop-2-ynyloxy-phenyl)-ethyl]-2-(prop-2-ynyloxy)-acetamide), C1=CC=CC=C1 (benzene), COC1=CC=C(C=C1)P1(SP(S1)(C1=CC=C(C=C1)OC)=S)=S (2,4-bis-(4-methoxyphenyl)-1,3-dithia-2,4-diphosphetane-2,4-disulfide). Reported procedure: 2-(4-Chloro-phenyl)-N-[2-(3-methoxy-4-prop-2-ynyloxy-phenyl)-ethyl]-2-(prop-2-ynyloxy)-acetamide (0.822 g) and benzene (30 ml) are stirred at +55° C. 2,4-bis-(4-methoxyphenyl)-1,3-dithia-2,4-diphosphetane-2,4-disulfide (“Lawesson's reagent”; 1.61 g) is added. The reaction mixture is stirred for additional 7 hours at +55° C. to +60° C. After cooling to room temperature diethylether (100 ml) is added. The mixture is then filtered. The solvent of the filtrate is evaporated. 2-(4-Chloro-phenyl)-N-[2... The product is ClC1=CC=C(C=C1)C(C(=S)NCCC1=CC(=C(C=C1)OCC#C)OC)OCC#C (2-(4-Chloro-phenyl)-N-[2-(3-methoxy-4-prop-2-ynyloxy-phenyl)-ethyl]-2-(prop-2-ynyloxy)-thioacetamide). Run in C(C)OCC (diethylether). RXN SMILES: [Cl:1][C:2]1[CH:7]=[CH:6][C:5]([CH:8]([O:26][CH2:27][C:28]#[CH:29])[C:9]([NH:11][CH2:12][CH2:13][C:14]2[CH:19]=[CH:18][C:17]([O:20][CH2:21][C:22]#[CH:23])=[C:16]([O:24][CH3:25])[CH:15]=2)=O)=[CH:4][CH:3]=1.C1C=CC=CC=1.COC1C=CC(P2(=S)SP(=S)(C3C=CC(OC)=CC=3)[S:45]2)=CC=1>C(OCC)C>[Cl:1][C:2]1[CH:7]=[CH:6][C:5]([CH:8]([O:26][CH2:27][C:28]#[CH:29])[C:9]([NH:11][CH2:12][CH2:13][C:14]2[CH:19]=[CH:18][C:17]([O:20][CH2:21][C:22]#[CH:23])=[C:16]([O:24][CH3:25])[CH:15]=2)=[S:45])=[CH:4][CH:3]=1. Starting materials: OCc1cccc(Br)n1, CC(C)(C)N, C#CCCC(=O)N1CCN(C)CC1, [Cu]I, CN(C)C=O, c1ccc(P(c2ccccc2)(c2ccccc2)[Pd](P(c2ccccc2)(c2ccccc2)c2ccccc2)(P(c2ccccc2)(c2ccccc2)c2ccccc2)P(c2ccccc2)(c2ccccc2)c2ccccc2)cc1. Product: CN1CCN(C(=O)CCC#Cc2cccc(CO)n2)CC1. As a reaction SMILES: [Br:1][c:2]1[n:3][c:4]([CH2:8][OH:9])[cH:5][cH:6][cH:7]1.[C:23]([NH2:24])([CH3:25])([CH3:26])[CH3:27].[CH3:10][N:11]1[CH2:12][CH2:13][N:14]([C:17]([CH2:18][CH2:19][C:20]#[CH:21])=[O:22])[CH2:15][CH2:16]1.[Cu:28][I:29].[O:107]=[CH:108][N:109]([CH3:110])[CH3:111].[cH:30]1[cH:31][cH:32][c:33]([P:34]([Pd:35]([P:36]([c:37]2[cH:38][cH:39][cH:40][cH:41][cH:42]2)([c:43]2[cH:44][cH:45][cH:46][cH:47][cH:48]2)[c:49]2[cH:50][cH:51][cH:52][cH:53][cH:54]2)([P:55]([c:56]2[cH:57][cH:58][cH:59][cH:60][cH:61]2)([c:62]2[cH:63][cH:64][cH:65][cH:66][cH:67]2)[c:68]2[cH:69][cH:70][cH:71][cH:72][cH:73]2)[P:74]([c:75]2[cH:76][cH:77][cH:78][cH:79][cH:80]2)([c:81]2[cH:82][cH:83][cH:84][cH:85][cH:86]2)[c:87]2[cH:88][cH:89][cH:90][cH:91][cH:92]2)([c:93]2[cH:94][cH:95][cH:96][cH:97][cH:98]2)[c:99]2[cH:100][cH:101][cH:102][cH:103][cH:104]2)[cH:105][cH:106]1>>[c:2]1([C:21]#[C:20][CH2:19][CH2:18][C:17]([N:14]2[CH2:13][CH2:12][N:11]([CH3:10])[CH2:16][CH2:15]2)=[O:22])[n:3][c:4]([CH2:8][OH:9])[cH:5][cH:6][cH:7]1. The reactants are COC(=O)C=1C(=CC=C(C1)C=1NC(=NC1)C1NCCC1)C1=C(C=C(C=C1)C=1NC(=NC1)C1NCCC1)CNC (2′-methylaminomethyl-4,4′-bis-(2-pyrrolidin-2-yl-3H-imidazol-4-yl)-biphenyl-2-carboxylic acid methyl ester), C(C)(C)N(CC)C(C)C (diisopropylethylamine). The solvent is N1=CC=CC=C1 (pyridine). Conditions: temperature 100 celsius. Yields the product CN1C(C2=C(C3=C(C1)C=C(C=C3)C=3NC(=NC3)C3NCCC3)C=CC(=C2)C=2NC(=NC2)C2NCCC2)=O (6-Methyl-3,9-bis-(2-pyrrolidin-2-yl-3H-imidazol-4-yl)-6,7-dihydro-dibenzo[c,e]azepin-5-one). As a reaction SMILES: C[O:2][C:3]([C:5]1[C:6]([C:21]2[CH:26]=[CH:25][C:24]([C:27]3[NH:28][C:29]([CH:32]4[CH2:36][CH2:35][CH2:34][NH:33]4)=[N:30][CH:31]=3)=[CH:23][C:22]=2[CH2:37][NH:38][CH3:39])=[CH:7][CH:8]=[C:9]([C:11]2[NH:12]C(C3CCCN3)=[N:14][CH:15]=2)[CH:10]=1)=O.C([N:43]([CH:46]([CH3:48])[CH3:47])[CH2:44][CH3:45])(C)C>N1C=CC=CC=1>[CH3:39][N:38]1[CH2:37][C:22]2[CH:23]=[C:24]([C:27]3[NH:28][C:29]([CH:32]4[CH2:36][CH2:35][CH2:34][NH:33]4)=[N:30][CH:31]=3)[CH:25]=[CH:26][C:21]=2[C:6]2[CH:7]=[CH:8][C:9]([C:11]3[NH:12][C:48]([CH:46]4[CH2:47][CH2:45][CH2:44][NH:43]4)=[N:14][CH:15]=3)=[CH:10][C:5]=2[C:3]1=[O:2]. Procedure details: To the solution of 2′-methylaminomethyl-4,4′-bis-(2-pyrrolidin-2-yl-3H-imidazol-4-yl)-biphenyl-2-carboxylic acid methyl ester (90 mg) in pyridine (5 ml) was added diisopropylethylamine (1 ml). The mixture was heated at 100° C. for 2 hours. The solvents were evaporated. The mixture was diluted with acetonitrile and water, was freezer-dried to give 6-Methyl-3,9-bis-(2-pyrrolidin-2-yl-3H-imidazol-4-yl)-6,7-dihydro-dibenzo[c,e]azepin-5-one as brown powder. m/z: 494.1 (M+H)+.